Dataset: the Open Reaction Database (ORD), a public repository of structured organic reaction records. Task: describe an organic reaction: reactants, conditions, products, and yield The reactants are C(=C\C1=CC=CC=C1)/C1=NC2=C(N1)C=CC=C2 ((E)-2-styryl-1H-benzimidazole), [H-].[Na+] (sodium hydride), ClC1=NC=CC=C1C(F)(F)F (2-Chloro-3-trifluoromethylpyridine). The reagents and catalysts are [Cu] (copper bronze). Solvent: CC(=O)N(C)C (dimethylacetamide), CC(=O)N(C)C (dimethylacetamide). Run at temperature 0 celsius, time 20 minute. Yields the product C(=C\C1=CC=CC=C1)/C1=NC2=C(N1C1=NC=CC=C1C(F)(F)F)C=CC=C2 ((E)-2-Styryl-1-(3-trifluoromethylpyridin-2-yl)-1H-benzimidazole). Yield: 4.6%. RXN SMILES: [CH:1](/[C:9]1[NH:13][C:12]2[CH:14]=[CH:15][CH:16]=[CH:17][C:11]=2[N:10]=1)=[CH:2]\[C:3]1[CH:8]=[CH:7][CH:6]=[CH:5][CH:4]=1.[H-].[Na+].Cl[C:21]1[C:26]([C:27]([F:30])([F:29])[F:28])=[CH:25][CH:24]=[CH:23][N:22]=1>CC(N(C)C)=O.[Cu]>[CH:1](/[C:9]1[N:10]([C:21]2[C:26]([C:27]([F:30])([F:29])[F:28])=[CH:25][CH:24]=[CH:23][N:22]=2)[C:11]2[CH:17]=[CH:16][CH:15]=[CH:14][C:12]=2[N:13]=1)=[CH:2]\[C:3]1[CH:4]=[CH:5][CH:6]=[CH:7][CH:8]=1 |f:1.2|. Procedure details: To a stirred solution of (E)-2-styryl-1H-benzimidazole (0.49 g, 2.2 mmol) in dimethylacetamide (20 ml) at 0° C. under a nitrogen atmosphere was added sodium hydride (0.11 g, 2.8 mmol). After stirring at 0° C. for 20 min. and then at room temperature for 30 min., a solution of 2-Chloro-3-trifluoromethylpyridine (0.60 g, 3.3 mmol) in dimethylacetamide (5 ml) was added. The resulting mixture was heated to reflux for about 3 h 20 min. After cooling, copper bronze (0.45 g, 7.1 mg-atom) was added and ... Starting materials: BrB(Br)Br, COc1cc(F)cc(OC)c1, ClCCl. The product is COc1cc(O)cc(F)c1. As a reaction SMILES: [B:1]([Br:2])([Br:3])[Br:4].[CH3:5][O:6][c:7]1[cH:8][c:9]([F:15])[cH:10][c:11]([O:13][CH3:14])[cH:12]1.[Cl:16][CH2:17][Cl:18]>>[OH:6][c:7]1[cH:8][c:9]([F:15])[cH:10][c:11]([O:13][CH3:14])[cH:12]1. Reactants: C1CNCCN1, CO, CC(=O)NCC1CN(c2ccc(N3CCC4(CC3)CO4)c(F)c2)C(=O)O1. The product is CC(=O)NCC1CN(c2ccc(N3CCC(O)(CN4CCNCC4)CC3)c(F)c2)C(=O)O1. Reaction SMILES: [CH2:27]1[CH2:28][NH:29][CH2:30][CH2:31][NH:32]1.[CH3:33][OH:34].[O:1]1[CH2:2][C:3]12[CH2:4][CH2:5][N:6]([c:9]1[c:10]([F:26])[cH:11][c:12]([N:15]3[C:16](=[O:25])[O:17][CH:18]([CH2:20][NH:21][C:22]([CH3:23])=[O:24])[CH2:19]3)[cH:13][cH:14]1)[CH2:7][CH2:8]2>>[OH:1][C:3]1([CH2:2][N:29]2[CH2:28][CH2:27][NH:32][CH2:31][CH2:30]2)[CH2:4][CH2:5][N:6]([c:9]2[c:10]([F:26])[cH:11][c:12]([N:15]3[C:16](=[O:25])[O:17][CH:18]([CH2:20][NH:21][C:22]([CH3:23])=[O:24])[CH2:19]3)[cH:13][cH:14]2)[CH2:7][CH2:8]1. The reactants are CC1=CC=C(C=C1)COC(=O)NNC(=O)C2=NC=CN=C2 (pH10), O1C=CC2=C1C(NC=C2)=O (6-H-furo[2,3-c]pyridin-7-one), P(=O)(Cl)(Cl)Cl (phosphorous oxychloride), [OH-].[Na+] (sodium hydroxide). The product is ClC=1N=CC=C2C1OC=C2 (7-Chlorofuro[2,3-c]pyridine). As a reaction SMILES: [O:1]1[C:5]2[C:6](=O)[NH:7][CH:8]=[CH:9][C:4]=2[CH:3]=[CH:2]1.CC1C=CC(COC(NNC(C2C=NC=CN=2)=O)=O)=CC=1.[OH-].[Na+].P(Cl)(Cl)([Cl:36])=O>>[Cl:36][C:6]1[N:7]=[CH:8][CH:9]=[C:4]2[CH:3]=[CH:2][O:1][C:5]=12 |f:2.3|. Procedure details: A solution of 6-H-furo[2,3-c]pyridin-7-one (1.0 g) in phosphorous oxychloride (10 ml) was stirred at 110° C. for 30 minutes under dry nitrogen. The mixture was cooled, poured onto ice/water (50 ml) and basified to pH10 with 2N sodium hydroxide solution. The mixture was extracted with ether (3×50 ml), the combined extracts dried over sodium sulfate and filtered. Removal of the solvent in vacuo gave the title compound (1.0 g) as a white solid.